From a dataset of the Open Reaction Database (ORD), a public repository of structured organic reaction records. describe an organic reaction: reactants, conditions, products, and yield Reactants: ClC1=NC2=C(N1[C@H]1[C@H](OC(C)=O)[C@H](OC(C)=O)[C@H](O1)C)C=C(C(=C2)Cl)Cl (2,5,6-Trichloro-1-(2,3-di-O-acetyl-5-deoxy-β-D-ribofuranosyl)benzimidazole), ClC=1NC2=C(N1)C=C(C(=C2)Cl)Cl (2,5,6-Trichlorobenzimidazole), ClC1=NC2=C(N1[C@H]1[C@H](OC(C)=O)[C@H](OC(C)=O)[C@H](O1)C)C=C(C(=C2)Cl)Cl (2,5,6-Trichloro-1-(2,3-di-O-acetyl-5-deoxy-β-D-ribofuranosyl)benzimidazole), CC(=O)OCC1=C2C=CC=CC2=C(C3=CC=CC=C31)COC(=O)C (acetic), 1,2,3-tri-O-acetyl-5-deoxyribose, [Si](C)(C)(C)S(=O)(=O)C(F)(F)F (TMSTf), nucleoside, C(=O)([O-])[O-].[Na+].[Na+] (Na2CO3). Solvent: CO.CCO.O (MeOH EtOH H2O), CO.C(Cl)(Cl)Cl (MeOH CHCl3), C(C)#N (acetonitrile). Run at time 15 minute. The product is ClC1=NC2=C(N1[C@H]1[C@H](O)[C@H](O)[C@H](O1)C)C=C(C(=C2)Cl)Cl (2,5,6-Trichloro-1-(5-deoxy-β-D-ribofuranosyl)benzimidazole). RXN SMILES: ClC1NC2C=C(Cl)C(Cl)=CC=2N=1.[Si](S(C(F)(F)F)(=O)=O)(C)(C)C.[Cl:24][C:25]1[N:29]([C@@H:30]2[O:42][C@H:41]([CH3:43])[C@@H:36]([O:37]C(=O)C)[C@H:31]2[O:32]C(=O)C)[C:28]2[CH:44]=[C:45]([Cl:49])[C:46]([Cl:48])=[CH:47][C:27]=2[N:26]=1.C([O-])([O-])=O.[Na+].[Na+].CC(OCC1C2C(=CC=CC=2)C(COC(C)=O)=C2C=1C=CC=C2)=O>C(#N)C.CO.CCO.O.CO.C(Cl)(Cl)Cl>[Cl:24][C:25]1[N:29]([C@@H:30]2[O:42][C@H:41]([CH3:43])[C@@H:36]([OH:37])[C@H:31]2[OH:32])[C:28]2[CH:44]=[C:45]([Cl:49])[C:46]([Cl:48])=[CH:47][C:27]=2[N:26]=1 |f:3.4.5,8.9.10,11.12|. Reported procedure: 2,5,6-Trichlorobenzimidazole (500 mg, 2.26 mmol) was suspended in dry acetonitrile (90 mL) and treated with BSA (0.56 mL, 2.26 mmol). After 15 minutes, 1,2,3-tri-O-acetyl-5-deoxyribose (621 mg, 2.26 mmol) was added along with TMSTf (0.45 mL, 2.26 mmol). The mixture was allowed to stir at room temperature overnight. The mixture was concentrated under reduced pressure and applied to a silica gel column (3.5×9 cm) and eluted with dichloromethane, isolating 490 mg (64%) of the β anomer independent o...